The task is: describe an organic reaction: reactants, conditions, products, and yield. This data is from the Open Reaction Database (ORD), a public repository of structured organic reaction records. Reactants: NC=1C=CC2=C(N(C=N2)CCCCN2CCN(CC2)C2=CC3=C(OCCO3)C=C2)C1 (6-[4-(4-(6-aminobenzimidazol-1-yl)butyl)piperazino]-1,4-benzodioxane), C(C)(=O)Cl (acetyl chloride). Yields the product C(C)(=O)NC=1C=CC2=C(N(C=N2)CCCCN2CCN(CC2)C2=CC3=C(OCCO3)C=C2)C1 (6-[4-(4-(6-acetamidobenzimidazol-1-yl)butyl)piperazino]-1,4-benzodioxane). As a reaction SMILES: [NH2:1][C:2]1[CH:3]=[CH:4][C:5]2[N:9]=[CH:8][N:7]([CH2:10][CH2:11][CH2:12][CH2:13][N:14]3[CH2:19][CH2:18][N:17]([C:20]4[CH:29]=[CH:28][C:23]5[O:24][CH2:25][CH2:26][O:27][C:22]=5[CH:21]=4)[CH2:16][CH2:15]3)[C:6]=2[CH:30]=1.[C:31](Cl)(=[O:33])[CH3:32]>>[C:31]([NH:1][C:2]1[CH:3]=[CH:4][C:5]2[N:9]=[CH:8][N:7]([CH2:10][CH2:11][CH2:12][CH2:13][N:14]3[CH2:19][CH2:18][N:17]([C:20]4[CH:29]=[CH:28][C:23]5[O:24][CH2:25][CH2:26][O:27][C:22]=5[CH:21]=4)[CH2:16][CH2:15]3)[C:6]=2[CH:30]=1)(=[O:33])[CH3:32]. Procedure details: Analogously to Example 6, reaction of 6-[4-(4-(6-aminobenzimidazol-1-yl)butyl)piperazino]-1,4-benzodioxane ("D") with acetyl chloride gives 6-[4-(4-(6-acetamidobenzimidazol-1-yl)butyl)piperazino]-1,4-benzodioxane. The reactants are ClC=1N=NC=C2C1N(C(=C2C)C)CC=CC2=CC=CC=C2 (7-chloro-2,3-dimethyl-1-(3-phenyl-2-propenyl)pyrrolo[2,3-d]pyridazine), C(C1=CC=CC=C1)O (benzyl alcohol). The product is C(C1=CC=CC=C1)OC=1N=NC=C2C1N(C(=C2C)C)CC=CC2=CC=CC=C2 (7-Benzyloxy-2,3-dimethyl-1-(3-phenyl-2-propenyl)pyrrolo[2,3-d]pyridazine). Yield: 85.4%. As a reaction SMILES: Cl[C:2]1[N:3]=[N:4][CH:5]=[C:6]2[C:10]([CH3:11])=[C:9]([CH3:12])[N:8]([CH2:13][CH:14]=[CH:15][C:16]3[CH:21]=[CH:20][CH:19]=[CH:18][CH:17]=3)[C:7]=12.[CH2:22]([OH:29])[C:23]1[CH:28]=[CH:27][CH:26]=[CH:25][CH:24]=1>>[CH2:22]([O:29][C:2]1[N:3]=[N:4][CH:5]=[C:6]2[C:10]([CH3:11])=[C:9]([CH3:12])[N:8]([CH2:13][CH:14]=[CH:15][C:16]3[CH:21]=[CH:20][CH:19]=[CH:18][CH:17]=3)[C:7]=12)[C:23]1[CH:28]=[CH:27][CH:26]=[CH:25][CH:24]=1. Procedure details: The title compound (trans) was prepared as pale brown crystals in 85.4% yield in a similar procedure to that described in Example 1 by using 7-chloro-2,3-dimethyl-1-(3-phenyl-2-propenyl)pyrrolo[2,3-d]pyridazine (trans) and benzyl alcohol. Product: COCc1ccc(Br)c(OC)n1. Reaction SMILES: [Br:3][c:4]1[c:5]([O:12][CH3:13])[n:6][c:7]([CH2:10][OH:11])[cH:8][cH:9]1.[CH2:16]1[O:17][CH2:18][CH2:19][CH2:20]1.[CH3:14][I:15].[H-:2].[Na+:1]>>[Br:3][c:4]1[c:5]([O:12][CH3:13])[n:6][c:7]([CH2:10][O:11][CH3:14])[cH:8][cH:9]1. Starting materials: COc1nc(CO)ccc1Br, C1CCOC1, CI, [H-], [Na+]. The reactants are CC(C)n1cnc2c(NCc3ccccc3)nc(F)nc21, CCCCO, CS(C)=O, CCN(C(C)C)C(C)C, CCC(N)C(O)C(C)C. Yields the product CCC(Nc1nc(NCc2ccccc2)c2ncn(C(C)C)c2n1)C(O)C(C)C. RXN SMILES: [CH2:1]([c:2]1[cH:3][cH:4][cH:5][cH:6][cH:7]1)[NH:8][c:9]1[c:10]2[n:11][cH:12][n:13]([CH:19]([CH3:20])[CH3:21])[c:14]2[n:15][c:16]([F:18])[n:17]1.[CH2:40]([OH:41])[CH2:42][CH2:43][CH3:44].[CH3:45][S:46]([CH3:47])=[O:48].[CH:22]([N:23]([CH2:24][CH3:25])[CH:26]([CH3:27])[CH3:28])([CH3:29])[CH3:30].[NH2:31][CH:32]([CH:33]([CH:34]([CH3:35])[CH3:36])[OH:37])[CH2:38][CH3:39]>>[CH2:1]([c:2]1[cH:3][cH:4][cH:5][cH:6][cH:7]1)[NH:8][c:9]1[c:10]2[n:11][cH:12][n:13]([CH:19]([CH3:20])[CH3:21])[c:14]2[n:15][c:16]([NH:31][CH:32]([CH:33]([CH:34]([CH3:35])[CH3:36])[OH:37])[CH2:38][CH3:39])[n:17]1. Reactants: C(=O)(O)[O-].[Na+] (NaHCO3), [Si](C)(C)(C(C)(C)C)OCC1=CC(=NC(=C1)CC)NC(OC(C)(C)C)=O (tert-Butyl 4-({[tert-butyl(dimethyl)silyl]oxy}methyl)-6-ethylpyridin-2-ylcarbamate), tert-Butyl (dimethyl)silyl trifluoromethanesulfonate, C(C)N(C(C)C)C(C)C (N-Ethyl-N,N-diisopropylamine), C(C)(=O)O (Acetic acid). Run in CO (MeOH), C(Cl)Cl (CH2Cl2). Run at time 5.5 hour. The product is [Si](C)(C)(C(C)(C)C)OCC1=CC(=NC(=C1)CC)N (4-({[tert-butyl(dimethyl)silyl]oxy}methyl)-6-ethylpyridin-2-amine). RXN SMILES: [Si:1]([O:8][CH2:9][C:10]1[CH:15]=[C:14]([CH2:16][CH3:17])[N:13]=[C:12]([NH:18]C(=O)OC(C)(C)C)[CH:11]=1)([C:4]([CH3:7])([CH3:6])[CH3:5])([CH3:3])[CH3:2].C(N(C(C)C)C(C)C)C.C([O-])(O)=O.[Na+].C(O)(=O)C>C(Cl)Cl.CO>[Si:1]([O:8][CH2:9][C:10]1[CH:15]=[C:14]([CH2:16][CH3:17])[N:13]=[C:12]([NH2:18])[CH:11]=1)([C:4]([CH3:7])([CH3:6])[CH3:5])([CH3:3])[CH3:2] |f:2.3|. Procedure details: tert-Butyl 4-({[tert-butyl(dimethyl)silyl]oxy}methyl)-6-ethylpyridin-2-ylcarbamate (0.352 g, 0.96 mmol) was dissolved in 2 mL CH2Cl2. tert-Butyl (dimethyl)silyl trifluoromethanesulfonate was added and the solution was stirred for 5.5 hours. N-Ethyl-N,N-diisopropylamine (0.669 mL, 3.84 mmol) was added and the solution was stirred for 0.5 hour. Saturated NaHCO3 (aq) was added and the precipitate was extracted with CH2Cl2 (3×). The combined organic layers were dried (Na2SO4), filtered, and concentr...